From a dataset of the Open Reaction Database (ORD), a public repository of structured organic reaction records. describe an organic reaction: reactants, conditions, products, and yield The reactants are BrCC(=O)OCC (ethyl bromoacetate), C(CC(=O)OCC)(=O)OCC (diethyl malonate), C(C)O (ethanol), CC[O-].[Na+] (sodium ethylate). Run in O (water). Run at temperature 5 celsius, time 15 minute. The product is C(CC(=O)OCC)(C(=O)OCC)C(=O)OCC (Triethyl 1,1,2 -ethanetricarboxylate). Reaction SMILES: [C:1]([O:9][CH2:10][CH3:11])(=[O:8])[CH2:2][C:3]([O:5][CH2:6][CH3:7])=[O:4].C(O)C.CC[O-].[Na+].Br[CH2:20][C:21]([O:23][CH2:24][CH3:25])=[O:22]>O>[CH:2]([C:3]([O:5][CH2:6][CH3:7])=[O:4])([C:1]([O:9][CH2:10][CH3:11])=[O:8])[CH2:20][C:21]([O:23][CH2:24][CH3:25])=[O:22] |f:2.3|. Procedure details: 12 ml of diethyl malonate were introduced into 120 ml of ethanol and then 5.5 grams of sodium ethylate at 98% were added over 10 minutes at 0° to +5° C. The mixture was stirred for 15 minutes at 0°+5° C. and then 8.8 ml of ethyl bromoacetate were added over 30 minutes. The mixture was stirred for 48 hours at ambient temperature and then the mixture was poured into 600 ml of water and extracted 3 times with 300 ml of methylene chloride. The organic phase was washed twice with 300 ml of water, the... The reactants are C(C(=O)C)(=O)O (pyruvic acid), C1CCC(CC1)N=C=NC2CCCCC2 (DCC), N1[C@H](C(=O)OCC2=CC=CC=C2)CCC1.Cl (H-Pro-OBn-HCl), CN1CCOCC1 (NMM), C=1C=CC2=C(C1)N=NN2O (HOBt). The solvent is C(Cl)Cl (DCM), C(Cl)Cl (DCM), CN(C)C=O (DMF). Conditions: temperature 0 celsius, time 12 hour. The product is N1[C@@H](CCC1=O)C(=O)N1[C@H](C(=O)OCC2=CC=CC=C2)CCC1 (Pyr-Pro-OBn). Yield: 69.3%. RXN SMILES: [NH:1]1[CH2:15][CH2:14][CH2:13][C@H:2]1[C:3]([O:5][CH2:6][C:7]1[CH:12]=[CH:11][CH:10]=[CH:9][CH:8]=1)=[O:4].Cl.C[N:18]1[CH2:23][CH2:22]OCC1.C1C=CC2N([OH:33])N=NC=2C=1.[C:34]([OH:39])(=O)[C:35]([CH3:37])=O.C1CCC(N=C=NC2CCCCC2)CC1>CN(C=O)C.C(Cl)Cl>[NH:18]1[C:23](=[O:33])[CH2:22][CH2:37][C@H:35]1[C:34]([N:1]1[CH2:15][CH2:14][CH2:13][C@H:2]1[C:3]([O:5][CH2:6][C:7]1[CH:8]=[CH:9][CH:10]=[CH:11][CH:12]=1)=[O:4])=[O:39] |f:0.1|. Procedure: To a solution of H-Pro-OBn-HCl (10.0 g, 41.3 mmol) in anh DMF (50 mL) at 0° C. under Ar, NMM (4.55 mL, 43.8 mmol) was added dropwise by syringe while maintaining the temperature at 0° C. HOBt (18.98 g, 124 mmol) was then added in portions. After 15 min. pyruvic acid (8.61 g, 97.79 mmol) dissolved in anh DCM (10 mL) was added dropwise by syringe while maintaining the temperature below 3° C. Finally, DCC (22.17 g, 107.46 mmol) dissolved in DCM (80 mL) was added dropwise with a compensated funnel. ... The reactants are FC1=CC=C(C=C1)[N+](=O)[O-] (p-fluoronitrobenzene), C(O)([O-])=O.[Na+] (sodium hydrogencarbonate), CS(=O)C (dimethyl sulfoxide), COC(CN)OC (aminoacetaldehyde dimethylacetal). Solvent: O (water). Reaction conditions: time 12 hour. The product is COC(CNC1=CC=C(C=C1)[N+](=O)[O-])OC (4-nitrophenylaminoacetaldehyde dimethyl acetal). The yield is 95.6%. As a reaction SMILES: [CH3:1][O:2][CH:3]([O:6][CH3:7])[CH2:4][NH2:5].F[C:9]1[CH:14]=[CH:13][C:12]([N+:15]([O-:17])=[O:16])=[CH:11][CH:10]=1.C(=O)([O-])O.[Na+].CS(C)=O>O>[CH3:1][O:2][CH:3]([O:6][CH3:7])[CH2:4][NH:5][C:9]1[CH:14]=[CH:13][C:12]([N+:15]([O-:17])=[O:16])=[CH:11][CH:10]=1 |f:2.3|. Procedure details: To 5.05 g (0.048 mole) of aminoacetaldehyde dimethylacetal were added 5.64 g (0.040 mole) of p-fluoronitrobenzene, 4.03 g (0.048 mole) of sodium hydrogencarbonate and 5 ml of dimethyl sulfoxide and reaction was carried out at 80° C. for 12 hours. After the reaction, the reaction mixture was poured into 100 ml of water to precipitate a yellow solid. The solid was dissolved in 150 ml of benzene, and the solution was washed with a liquid mixture comprising 50 ml of water and 1 ml of hydrochloric ac... The reactants are Cl.ClC=1C=C(C(=N)N)C=CC1 (m-chlorobenzamidine hydrochloride), [Na] (sodium), C(CC(=O)OCC)(=O)OCC (diethyl malonate). The solvent is C(C)O (ethanol). Product: ClC=1C=C(C=CC1)C=1NC(CC(N1)=O)=O (2-(3-chlorophenyl)-4,6-(1H,5H)-pyrimidinedione). Reaction SMILES: [Na].Cl.[Cl:3][C:4]1[CH:5]=[C:6]([CH:10]=[CH:11][CH:12]=1)[C:7]([NH2:9])=[NH:8].[C:13](OCC)(=[O:20])[CH2:14][C:15](OCC)=[O:16]>C(O)C>[Cl:3][C:4]1[CH:5]=[C:6]([C:7]2[NH:9][C:13](=[O:20])[CH2:14][C:15](=[O:16])[N:8]=2)[CH:10]=[CH:11][CH:12]=1 |f:1.2,^1:0|. Reported procedure: To a stirred solution of 56.4 g. of sodium metal in one liter of absolute ethanol there is added 156 g. of m-chlorobenzamidine hydrochloride followed by the dropwise addition of 144 g. of diethyl malonate over a fifteen minutes period. The reaction mixture is heated under reflux for three hours. The solution is filtered and the filter cake dissolved in water. The ethanol filtrate is evaporated to dryness and the solid residue added to the water solution. Upon acidification of the aqueous solutio...